Dataset: the Open Reaction Database (ORD), a public repository of structured organic reaction records. Task: describe an organic reaction: reactants, conditions, products, and yield Reactants: CC([C@@H](C(=O)OC)N1C(C2=CC(=CC=C2C1)C1=CC=C(C=C1)[N+](=O)[O-])=O)C ((S)-Methyl 3-methyl-2-(6-(4-nitrophenyl)-1-oxoisoindolin-2-yl)butanoate), BrCC1=C(C=C(C=C1)C1=CC=C(C=C1)[N+](=O)[O-])C(=O)OC (Methyl 4-(bromomethyl)-4′-nitrobiphenyl-3-carboxylate), Cl.N[C@H]1[C@H](CCC1)C(=O)OC ((1S,2R)-methyl 2-aminocyclopentanecarboxylate hydrochloride). Yields the product [N+](=O)([O-])C1=CC=C(C=C1)C1=CC=C2CN(C(C2=C1)=O)[C@H]1[C@H](CCC1)C(=O)OC ((1S,2R)-Methyl 2-(6-(4-nitrophenyl)-1-oxoisoindolin-2-yl)cyclopentane carboxylate). Isolated yield 75.0%. As a reaction SMILES: CC(C)[C@H](N1CC2C(=CC(C3C=CC([N+]([O-])=O)=CC=3)=CC=2)C1=O)C(OC)=O.Br[CH2:29][C:30]1[CH:35]=[CH:34][C:33]([C:36]2[CH:41]=[CH:40][C:39]([N+:42]([O-:44])=[O:43])=[CH:38][CH:37]=2)=[CH:32][C:31]=1[C:45]([O:47]C)=O.Cl.[NH2:50][C@@H:51]1[CH2:55][CH2:54][CH2:53][C@@H:52]1[C:56]([O:58][CH3:59])=[O:57]>>[N+:42]([C:39]1[CH:38]=[CH:37][C:36]([C:33]2[CH:32]=[C:31]3[C:30]([CH2:29][N:50]([C@@H:51]4[CH2:55][CH2:54][CH2:53][C@@H:52]4[C:56]([O:58][CH3:59])=[O:57])[C:45]3=[O:47])=[CH:35][CH:34]=2)=[CH:41][CH:40]=1)([O-:44])=[O:43] |f:2.3|. Procedure: The compound of example 591 was prepared analogous to compound of example 5 by reaction of compound of example 4 with (1S,2R)-methyl 2-aminocyclopentanecarboxylate hydrochloride. Reactants: O=C([O-])O, CCOC(=O)C1=C(C(OCC)OCC)NC(C)=C(C(=O)OCCN(CC)CC)C1c1cccc([N+](=O)[O-])c1, CC(C)=O, Cl, [Na+]. The product is CCOC(=O)C1=C(C=O)NC(C)=C(C(=O)OCCN(CC)CC)C1c1cccc([N+](=O)[O-])c1. RXN SMILES: [C:40](=[O:41])([OH:42])[O-:43].[CH3:1][C:2]1=[C:7]([C:8](=[O:9])[O:10][CH2:11][CH2:12][N:13]([CH2:14][CH3:15])[CH2:16][CH3:17])[CH:6]([c:18]2[cH:19][c:20]([N+:24](=[O:25])[O-:26])[cH:21][cH:22][cH:23]2)[C:5]([C:27](=[O:28])[O:29][CH2:30][CH3:31])=[C:4]([CH:32]([O:33][CH2:37][CH3:38])[O:34][CH2:35][CH3:36])[NH:3]1.[CH3:45][C:46](=[O:47])[CH3:48].[ClH:39].[Na+:44]>>[CH3:1][C:2]1=[C:7]([C:8](=[O:9])[O:10][CH2:11][CH2:12][N:13]([CH2:14][CH3:15])[CH2:16][CH3:17])[CH:6]([c:18]2[cH:19][c:20]([N+:24](=[O:25])[O-:26])[cH:21][cH:22][cH:23]2)[C:5]([C:27](=[O:28])[O:29][CH2:30][CH3:31])=[C:4]([CH:32]=[O:33])[NH:3]1.